This data is from the Open Reaction Database (ORD), a public repository of structured organic reaction records. The task is: describe an organic reaction: reactants, conditions, products, and yield Starting materials: COC(CN(C(=O)OC(C)(C)C)C1=C(C=C(C=C1)Cl)OCC1=CC=CC=C1)=O ([(2-benzyloxy-4-chlorophenyl)-tert-butoxycarbonylamino]-acetic acid methyl ester). As a reaction SMILES: [CH3:1][O:2][C:3](=[O:28])[CH2:4][N:5]([C:13]1[CH:18]=[CH:17][C:16]([Cl:19])=[CH:15][C:14]=1[O:20][CH2:21][C:22]1[CH:27]=[CH:26][CH:25]=[CH:24][CH:23]=1)C(OC(C)(C)C)=O>C(O)(C(F)(F)F)=O.C(Cl)Cl>[CH3:1][O:2][C:3](=[O:28])[CH2:4][NH:5][C:13]1[CH:18]=[CH:17][C:16]([Cl:19])=[CH:15][C:14]=1[O:20][CH2:21][C:22]1[CH:27]=[CH:26][CH:25]=[CH:24][CH:23]=1 |f:1.2|. Procedure details: A solution of [(2-benzyloxy-4-chlorophenyl)-tert-butoxycarbonylamino]-acetic acid methyl ester (14.95 g, 36.8 mmol) in 180 mL of TFA/methylene chloride (1:2) is stirred at RT for 45 min. The solvent is removed under reduced pressure and the residue is dissolved in EtOAc (500 mL). To this solution is added diisopropylethylamine (13.11 g) and the resulting precipitate is filtered. The filtrate is evaporated to give the title compound as a tan solid. (M+1)=306. The product is COC(CNC1=C(C=C(C=C1)Cl)OCC1=CC=CC=C1)=O ((2-Benzyloxy-4-chlorophenylamino)-acetic Acid Methyl Ester). Solvent: C(=O)(C(F)(F)F)O.C(Cl)Cl (TFA methylene chloride). Reactants: NC1CC1, [Cl-], CCCN(C)c1cc2c(cc1Cl)NC(=O)CC(c1cccc(-n3ncnc3CO)c1)=N2, ClCCl, CN(C)C=O, O=S(Cl)Cl. Product: CCCN(C)c1cc2c(cc1Cl)NC(=O)CC(c1cccc(-n3ncnc3CNC3CC3)c1)=N2. As a reaction SMILES: [CH:37]1([NH2:40])[CH2:38][CH2:39]1.[Cl-:36].[Cl:1][c:2]1[c:3]([N:27]([CH2:28][CH2:29][CH3:30])[CH3:31])[cH:4][c:5]2[c:6]([cH:26]1)[NH:7][C:8](=[O:25])[CH2:9][C:10]([c:12]1[cH:13][c:14](-[n:18]3[n:19][cH:20][n:21][c:22]3[CH2:23][OH:24])[cH:15][cH:16][cH:17]1)=[N:11]2.[Cl:41][CH2:42][Cl:43].[O:44]=[CH:45][N:46]([CH3:47])[CH3:48].[S:32]([Cl:33])([Cl:34])=[O:35]>>[Cl:1][c:2]1[c:3]([N:27]([CH2:28][CH2:29][CH3:30])[CH3:31])[cH:4][c:5]2[c:6]([cH:26]1)[NH:7][C:8](=[O:25])[CH2:9][C:10]([c:12]1[cH:13][c:14](-[n:18]3[n:19][cH:20][n:21][c:22]3[CH2:23][NH:40][CH:37]3[CH2:38][CH2:39]3)[cH:15][cH:16][cH:17]1)=[N:11]2. Starting materials: solid, Cl.Cl.Cl.O1CCC=2C(=NC=CC21)N2CCN(CC2)CC[C@@H]2CC[C@H](CC2)N (trans-4-{2-[4-(2,3-dihydrofuro[3,2-c]pyridin-4-yl)-piperazin-1-yl]-ethyl}-cyclohexanamine trihydrochloride), Cl.Cl.Cl.O1CCC=2C(=NC=CC21)N2CCN(CC2)CC[C@@H]2CC[C@H](CC2)N (trans-4-{2-[4-(2,3-dihydrofuro[3,2-c]pyridin-4-yl)-piperazin-1-yl]-ethyl}-cyclohexanamine trihydrochloride), O1C(COCC1)CC(=O)O (rac-(1,4-dioxan-2-yl)-acetic acid). The product is O1CCC=2C(=NC=CC21)N2CCN(CC2)CC[C@@H]2CC[C@H](CC2)NC(CC2OCCOC2)=O (trans-N-(4-{2-[4-(2,3-Dihydrofuro[3,2-c]pyridin-4-yl)-piperazin-1-yl]-ethyl}-cyclohexyl)-2-(rac-1,4-dioxan-2-yl)-acetamide). Reaction SMILES: Cl.Cl.Cl.[O:4]1[C:12]2[CH:11]=[CH:10][N:9]=[C:8]([N:13]3[CH2:18][CH2:17][N:16]([CH2:19][CH2:20][C@H:21]4[CH2:26][CH2:25][C@H:24]([NH2:27])[CH2:23][CH2:22]4)[CH2:15][CH2:14]3)[C:7]=2[CH2:6][CH2:5]1.[O:28]1[CH2:33][CH2:32][O:31][CH2:30][CH:29]1[CH2:34][C:35](O)=[O:36]>>[O:4]1[C:12]2[CH:11]=[CH:10][N:9]=[C:8]([N:13]3[CH2:18][CH2:17][N:16]([CH2:19][CH2:20][C@H:21]4[CH2:26][CH2:25][C@H:24]([NH:27][C:35](=[O:36])[CH2:34][CH:29]5[CH2:30][O:31][CH2:32][CH2:33][O:28]5)[CH2:23][CH2:22]4)[CH2:15][CH2:14]3)[C:7]=2[CH2:6][CH2:5]1 |f:0.1.2.3|. Procedure details: The title compound, white solid (107 mg, 78%), MS (ISP) m/z=459.4 [(M+H)+], mp 186° C., was prepared in accordance with the general method of example 32 from trans-4-{2-[4-(2,3-dihydrofuro[3,2-c]pyridin-4-yl)-piperazin-1-yl]-ethyl}-cyclohexanamine trihydrochloride (intermediate C) (132 mg, 0.3 mmol) and rac-(1,4-dioxan-2-yl)-acetic acid.